From a dataset of the Open Reaction Database (ORD), a public repository of structured organic reaction records. describe an organic reaction: reactants, conditions, products, and yield Product: CCC(Oc1cccc(CN(CCCOc2ccc(OC)cc2)c2nc3ccccc3o2)c1)C(=O)O. As a reaction SMILES: [CH3:46][CH2:47][OH:48].[Na+:45].[OH-:44].[o:1]1[c:2]([N:10]([CH2:11][CH2:12][CH2:13][O:14][c:15]2[cH:16][cH:17][c:18]([O:21][CH3:22])[cH:19][cH:20]2)[CH2:23][c:24]2[cH:25][c:26]([O:27][CH:28]([C:29](=[O:30])[O:31][CH2:32][c:33]3[cH:34][cH:35][cH:36][cH:37][cH:38]3)[CH2:39][CH3:40])[cH:41][cH:42][cH:43]2)[n:3][c:4]2[c:5]1[cH:6][cH:7][cH:8][cH:9]2>>[o:1]1[c:2]([N:10]([CH2:11][CH2:12][CH2:13][O:14][c:15]2[cH:16][cH:17][c:18]([O:21][CH3:22])[cH:19][cH:20]2)[CH2:23][c:24]2[cH:25][c:26]([O:27][CH:28]([C:29](=[O:30])[OH:31])[CH2:39][CH3:40])[cH:41][cH:42][cH:43]2)[n:3][c:4]2[c:5]1[cH:6][cH:7][cH:8][cH:9]2. Starting materials: CCO, [Na+], [OH-], CCC(Oc1cccc(CN(CCCOc2ccc(OC)cc2)c2nc3ccccc3o2)c1)C(=O)OCc1ccccc1. The reactants are C(C)OC(=O)C1=CN=C2N(C1=O)C=CC=C2S (3-ethoxycarbonyl-9-mercapto-4-oxo-4H-pyrido[1,2-a]pyrimidine), ClC(=O)OC(Cl)(Cl)Cl (trichloromethyl chloroformate), COC1=C(C=CC=C1)N1CCNCC1 (4-(2-methoxyphenyl)piperazine), resultant mixture. Run in C(Cl)Cl (methylene chloride), C(Cl)Cl (methylene chloride). Run at time 1 hour. The product is C(C)OC(=O)C1=CN=C2N(C1=O)C=CC=C2SC(=O)N2CCN(CC2)C2=C(C=CC=C2)OC (3-Ethoxycarbonyl-9-[(1-(2-methoxyphenyl)piperazine-4-yl)-carbonylthio]-4-oxo-4H-pyrido[1,2-a]pyrimidine). As a reaction SMILES: [CH2:1]([O:3][C:4]([C:6]1[C:11](=[O:12])[N:10]2[CH:13]=[CH:14][CH:15]=[C:16]([SH:17])[C:9]2=[N:8][CH:7]=1)=[O:5])[CH3:2].Cl[C:19](OC(Cl)(Cl)Cl)=[O:20].[CH3:26][O:27][C:28]1[CH:33]=[CH:32][CH:31]=[CH:30][C:29]=1[N:34]1[CH2:39][CH2:38][NH:37][CH2:36][CH2:35]1>C(Cl)Cl>[CH2:1]([O:3][C:4]([C:6]1[C:11](=[O:12])[N:10]2[CH:13]=[CH:14][CH:15]=[C:16]([S:17][C:19]([N:37]3[CH2:38][CH2:39][N:34]([C:29]4[CH:30]=[CH:31][CH:32]=[CH:33][C:28]=4[O:27][CH3:26])[CH2:35][CH2:36]3)=[O:20])[C:9]2=[N:8][CH:7]=1)=[O:5])[CH3:2]. Procedure: To a solution of 1.0 g (4 mmol) of 3-ethoxycarbonyl-9-mercapto-4-oxo-4H-pyrido[1,2-a]pyrimidine (II-1) in 40 ml of dry methylene chloride is added 0.24 ml (2 mmol) of trichloromethyl chloroformate, and the resultant mixture is stirred for 10 min. and concentrated at room temperature under atmospheric pressure. To the residue are added 60 ml of dry methylene chloride and 0.77 ml (44 mmol) of 4-(2-methoxyphenyl)piperazine under ice-cooling, and the reaction mixture is stirred for 1 hour at room te... Reactants: C(C)(C)(C)NS(=O)(=O)C=1SC(=CC1N)Cl (3-Amino-5-chloro-thiophene-2-sulfonic acid tert-butylamide). Solvent: Cl (HCl). The product is NC1=C(SC(=C1)Cl)S(=O)(=O)N (3-Amino-5-chloro-thiophene-2-sulfonic acid amide). The yield is 100.1%. As a reaction SMILES: C([NH:5][S:6]([C:9]1[S:10][C:11]([Cl:15])=[CH:12][C:13]=1[NH2:14])(=[O:8])=[O:7])(C)(C)C>Cl>[NH2:14][C:13]1[CH:12]=[C:11]([Cl:15])[S:10][C:9]=1[S:6]([NH2:5])(=[O:7])=[O:8]. Reported procedure: A solution of 3a (250 mg, 0.93 mmol) in concentrated HCl solution (10 mL) was heated at 55° C. for 2h. Removal of all solvents then afforded 3b (198 mg) as a yellow solid. Starting materials: O=CO, ClCCl, O=C1C(=O)N(C(c2ccccc2)(c2ccccc2)c2ccccc2)CCN1Cc1cc(=O)c(OCc2ccccc2)cn1Cc1ccccc1. The product is O=C1NCCN(Cc2cc(=O)c(OCc3ccccc3)cn2Cc2ccccc2)C1=O. Reaction SMILES: [CH:51]([OH:52])=[O:53].[Cl:54][CH2:55][Cl:56].[O:1]=[c:2]1[cH:3][c:4]([CH2:23][N:24]2[C:25](=[O:50])[C:26](=[O:49])[N:27]([C:30]([c:31]3[cH:32][cH:33][cH:34][cH:35][cH:36]3)([c:37]3[cH:38][cH:39][cH:40][cH:41][cH:42]3)[c:43]3[cH:44][cH:45][cH:46][cH:47][cH:48]3)[CH2:28][CH2:29]2)[n:5]([CH2:16][c:17]2[cH:18][cH:19][cH:20][cH:21][cH:22]2)[cH:6][c:7]1[O:8][CH2:9][c:10]1[cH:11][cH:12][cH:13][cH:14][cH:15]1>>[O:1]=[c:2]1[cH:3][c:4]([CH2:23][N:24]2[C:25](=[O:50])[C:26](=[O:49])[NH:27][CH2:28][CH2:29]2)[n:5]([CH2:16][c:17]2[cH:18][cH:19][cH:20][cH:21][cH:22]2)[cH:6][c:7]1[O:8][CH2:9][c:10]1[cH:11][cH:12][cH:13][cH:14][cH:15]1. Starting materials: Brc1cc(Br)c2c(c1)CCO2, [Li]CCCC, CCOCC, [Cl-], [NH4+]. Yields the product Brc1ccc2c(c1)CCO2. As a reaction SMILES: [Br:1][c:2]1[cH:3][c:4]2[c:5]([c:9]([Br:11])[cH:10]1)[O:6][CH2:7][CH2:8]2.[CH2:12]([Li:13])[CH2:14][CH2:15][CH3:16].[CH3:19][CH2:20][O:21][CH2:22][CH3:23].[Cl-:17].[NH4+:18]>>[Br:1][c:2]1[cH:3][c:4]2[c:5]([cH:9][cH:10]1)[O:6][CH2:7][CH2:8]2. The reactants are CCOc1ccc(CCCBr)c(F)c1F, Cc1ccccc1, c1ccc(P(c2ccccc2)c2ccccc2)cc1. Yields the product [Br-], CCOc1ccc(CCC[P+](c2ccccc2)(c2ccccc2)c2ccccc2)c(F)c1F. Reaction SMILES: [CH2:1]([CH3:2])[O:3][c:4]1[c:5]([F:15])[c:6]([F:14])[c:7]([CH2:10][CH2:11][CH2:12][Br:13])[cH:8][cH:9]1.[CH3:35][c:36]1[cH:37][cH:38][cH:39][cH:40][cH:41]1.[c:16]1([P:22]([c:23]2[cH:24][cH:25][cH:26][cH:27][cH:28]2)[c:29]2[cH:30][cH:31][cH:32][cH:33][cH:34]2)[cH:17][cH:18][cH:19][cH:20][cH:21]1>>[Br-:13].[CH2:1]([CH3:2])[O:3][c:4]1[c:5]([F:15])[c:6]([F:14])[c:7]([CH2:10][CH2:11][CH2:12][P+:22]([c:16]2[cH:17][cH:18][cH:19][cH:20][cH:21]2)([c:23]2[cH:24][cH:25][cH:26][cH:27][cH:28]2)[c:29]2[cH:30][cH:31][cH:32][cH:33][cH:34]2)[cH:8][cH:9]1.